Dataset: the Open Reaction Database (ORD), a public repository of structured organic reaction records. Task: describe an organic reaction: reactants, conditions, products, and yield Starting materials: ClC(=CC=C(C)C)Cl (1,1-dichloro-4-methylpenta-1,3-diene), BrC(C(=O)OCC)C#N (ethyl bromocyanoacetate), cupric chloride, C([O-])([O-])=O.[Ca+2] (calcium carbonate). Run in C(C)O (ethanol). Yields the product C(#N)C1(C(C1C=C(Cl)Cl)(C)C)C(=O)OCC (ethyl 1-cyano-3-(2',2'-dichlorovinyl)-2,2-dimethylcyclopropane-1-carboxylate). Yield: 56.5%. As a reaction SMILES: [Cl:1][C:2]([Cl:8])=[CH:3][CH:4]=[C:5]([CH3:7])[CH3:6].Br[CH:10]([C:16]#[N:17])[C:11]([O:13][CH2:14][CH3:15])=[O:12].C(=O)([O-])[O-].[Ca+2]>C(O)C>[C:16]([C:10]1([C:11]([O:13][CH2:14][CH3:15])=[O:12])[CH:4]([CH:3]=[C:2]([Cl:8])[Cl:1])[C:5]1([CH3:7])[CH3:6])#[N:17] |f:2.3|. Procedure details: A mixture of 1,1-dichloro-4-methylpenta-1,3-diene (30.2 parts) and ethyl bromocyanoacetate (19.2 parts) is heated in ethanol (100 parts by volume) at 77°-80° C. for 6 hours in the presence of cupric chloride (1.34 parts) and calcium carbonate (10 parts). The crude ethyl 1-cyano-3-(2',2'-dichlorovinyl)-2,2-dimethylcyclopropane-1-carboxylate is isolated as described in Examples 13-24. The product has a strength of 61.0% and a cis-cyano/trans-cyano ratio of 85.2:14.8. The yield is 56.5%.